Task: describe an organic reaction: reactants, conditions, products, and yield. Dataset: the Open Reaction Database (ORD), a public repository of structured organic reaction records Reactants: amino substituted steroid, CS(=O)(=O)O.CS(=O)(=O)O.C[C@H]1[C@H](C(CN2CCN(CC2)C2=NC(=NC(=C2)N2CCCC2)N2CCCC2)=O)[C@]2(CC=C3[C@]4(C=CC(C=C4CC[C@H]3[C@@H]2C1)=O)C)C (16α-methyl-21-[4-[2,6-bis(1-pyrrolidinyl)-4-pyrimidinyl]-1-piperazinyl]pregna1,4,9(11)-triene-3,20-dione bismethanesulfonate), Cl.C[C@H]1[C@H](C(CN2CCN(CC2)C2=NC(=NC(=C2)N2CCCC2)N2CCCC2)=O)[C@]2(CC=C3[C@]4(C=CC(C=C4CC[C@H]3[C@@H]2C1)=O)C)C (16α-methyl-21-[4-[2,6-bis(1-pyrrolidinyl)-4-pyrimidinyl]-1-piperazinyl]pregna-1,4,9(11)-triene-3,20-dione hydrochloride), CC([C@H]1CC[C@H]2[C@@H]3CCC4=CC(C=C[C@]4(C)C3=CC[C@]12C)=O)=O (pregna-1,4,9(11)-triene-3,20-dione), CS(=O)(=O)O.C[C@H]1[C@H](C(CN2CCN(CC2)C2=NC(=NC(=C2)N2CCCC2)N2CCCC2)=O)[C@]2(CC=C3[C@]4(C=CC(C=C4CC[C@H]3[C@@H]2C1)=O)C)C (16α-methyl-21-[4-[2,6-bis(1-pyrrolidinyl)-4-pyrimidinyl]-1-piperazinyl]pregna1,4,9(11)-triene -3,20-dione monomethanesulfonate), CS(=O)(=O)O.C[C@H]1[C@H](C(CN2CCN(CC2)C2=NC(=NC(=C2)N2CCCC2)N2CCCC2)=O)[C@]2(CC=C3[C@]4(C=CC(C=C4CC[C@H]3[C@@H]2C1)=O)C)C (16α-methyl-21-[4-[2,6-bis(1-pyrrolidinyl)4-pyrimidinyl]-1-piperazinyl]pregna-1,4,9(11)-triene-3,20-dione monomethanesulfonate). Yields the product C(C)NC1=CC=CC(=N1)N1CCN(CC1)CC([C@H]1[C@@H](C[C@H]2[C@@H]3CCC4=CC(C=C[C@]4(C)C3=CC[C@]12C)=O)C)=O (21-[4-[6-(ethylamino)-2-pyridinyl]piperazinyl]-16α-methylpregna-1,4,9(11)-triene-3,20-dione). Reaction SMILES: [CH3:1][C:2](=O)[C@@H]1[C@]2(C)[C@H]([C@H]3C(=CC2)[C@]2(C)C(=CC(=O)C=C2)CC3)CC1.CS(O)(=O)=O.[CH3:29][C@@H:30]1[CH2:71][C@@H:70]2[C@:57]([CH3:74])([CH2:58][CH:59]=[C:60]3[C@H:69]2[CH2:68][CH2:67][C:66]2[C@:61]3([CH3:73])[CH:62]=[CH:63][C:64](=[O:72])[CH:65]=2)[C@H:31]1[C:32](=[O:56])[CH2:33][N:34]1[CH2:39][CH2:38][N:37]([C:40]2[CH:45]=C(N3CCCC3)N=[C:42]([N:51]3[CH2:55][CH2:54]CC3)[N:41]=2)[CH2:36][CH2:35]1.CS(O)(=O)=O.CS(O)(=O)=O.C[C@@H]1C[C@@H]2[C@](C)(CC=C3[C@H]2CCC2[C@]3(C)C=CC(=O)C=2)[C@H]1C(=O)CN1CCN(C2C=C(N3CCCC3)N=C(N3CCCC3)N=2)CC1.Cl.C[C@@H]1C[C@@H]2[C@](C)(CC=C3[C@H]2CCC2[C@]3(C)C=CC(=O)C=2)[C@H]1C(=O)CN1CCN(C2C=C(N3CCCC3)N=C(N3CCCC3)N=2)CC1>>[CH2:55]([NH:51][C:42]1[N:41]=[C:40]([N:37]2[CH2:36][CH2:35][N:34]([CH2:33][C:32](=[O:56])[C@@H:31]3[C@:57]4([CH3:74])[C@H:70]([C@H:69]5[C:60](=[CH:59][CH2:58]4)[C@:61]4([CH3:73])[C:66](=[CH:65][C:64](=[O:72])[CH:63]=[CH:62]4)[CH2:67][CH2:68]5)[CH2:71][C@H:30]3[CH3:29])[CH2:39][CH2:38]2)[CH:45]=[CH:2][CH:1]=1)[CH3:54] |f:1.2,3.4.5,6.7|. Reported procedure: The preferred amino substituted steroid (XI) is 16α-methyl-21-[4]2,6-bis(1-pyrrolidinyl)-4-pyrimidinyl]-1-piperazinyl]pregna-1,4,9(11)-triene-3,20-dione. More preferred is 16α-methyl-21-[4-[2,6-bis(1-pyrrolidinyl)-4-pyrimidinyl]-1-piperazinyl]pregna1,4,9(11)-triene -3,20-dione monomethanesulfonate, 16α-methyl-21-[4-[2,6-bis(1-pyrrolidinyl)-4-pyrimidinyl]-1-piperazinyl]pregna1,4,9(11)-triene-3,20-dione bismethanesulfonate and 16α-methyl-21-[4-[2,6-bis(1-pyrrolidinyl)-4-pyrimidinyl]-1-piperazinyl]... Starting materials: OC1(N2C(N(C3=CC=CC=C13)CCCC)=NCC2)C2=CC=CC=C2 (5-hydroxy-10-(n-butyl)-5-phenyl-2,3,5,10-tetrahydroimidazo[2,1-b]quinazoline), [BH4-].[Na+] (sodium borohydride). Run in FC(C(=O)O)(F)F (trifluoroacetic acid). Run at time 1 hour. Product: C(CCC)N1C=2N(C(C3=CC=CC=C13)C1=CC=CC=C1)CCN2 (10-(n-butyl)-5-phenyl-2,3,5,10-tetrahydroimidazo[2,1-b]quinazoline). Isolated yield 65.8%. As a reaction SMILES: O[C:2]1([C:19]2[CH:24]=[CH:23][CH:22]=[CH:21][CH:20]=2)[C:11]2[C:6](=[CH:7][CH:8]=[CH:9][CH:10]=2)[N:5]([CH2:12][CH2:13][CH2:14][CH3:15])[C:4]2=[N:16][CH2:17][CH2:18][N:3]12.[BH4-].[Na+]>FC(F)(F)C(O)=O>[CH2:12]([N:5]1[C:6]2[C:11](=[CH:10][CH:9]=[CH:8][CH:7]=2)[CH:2]([C:19]2[CH:24]=[CH:23][CH:22]=[CH:21][CH:20]=2)[N:3]2[CH2:18][CH2:17][N:16]=[C:4]12)[CH2:13][CH2:14][CH3:15] |f:1.2|. Reported procedure: To 20 ml of trifluoroacetic acid were added portionwise with stirring both of 0.48 g of 5-hydroxy-10-(n-butyl)-5-phenyl-2,3,5,10-tetrahydroimidazo[2,1-b]quinazoline and 0.57 g of sodium borohydride below 0° C. under nitrogen. The reaction mixture was stirred at 0°-5° C. for 1 hour and the trifluoroacetic acid was evaporated under reduced pressure. To the residue were added 20 ml of ice-water and then 15 ml of 40% sodium hydroxide solution. After stirring for a while, the mixture was extracted wi... Starting materials: BrC=1C(=NC(=C(C(=O)OC(C)(C)C)C1F)F)C=1C=C2C=CN(C2=CC1)C (tert-butyl 5-bromo-2,4-difluoro-6-(1-methyl-1H-indol-5-yl)nicotinate), C(=C)[B-](F)(F)F.[K+] (potassium vinyltrifluoroborate), COC=1C=CC=C(C1C=2C=CC=CC2P(C3CCCCC3)C4CCCCC4)OC (SPhos), C(=O)([O-])[O-].[K+].[K+] (K2CO3). Reagents/catalysts: CC(=O)[O-].CC(=O)[O-].[Pd+2] (Pd(OAc)2). Run in O1CCOCC1 (dioxane). Reaction conditions: temperature 70 celsius, time 8 hour. The product is FC1=C(C(=O)OC(C)(C)C)C(=C(C(=N1)C=1C=C2C=CN(C2=CC1)C)C=C)F (tert-butyl 2,4-difluoro-6-(1-methyl-1H-indol-5-yl)-5-vinylnicotinate). The yield is 64.8%. Reaction SMILES: Br[C:2]1[C:3]([C:17]2[CH:18]=[C:19]3[C:23](=[CH:24][CH:25]=2)[N:22]([CH3:26])[CH:21]=[CH:20]3)=[N:4][C:5]([F:16])=[C:6]([C:14]=1[F:15])[C:7]([O:9][C:10]([CH3:13])([CH3:12])[CH3:11])=[O:8].[CH:27]([B-](F)(F)F)=[CH2:28].[K+].COC1C=CC=C(OC)C=1C1C=CC=CC=1P(C1CCCCC1)C1CCCCC1.C([O-])([O-])=O.[K+].[K+]>CC([O-])=O.CC([O-])=O.[Pd+2].O1CCOCC1>[F:16][C:5]1[N:4]=[C:3]([C:17]2[CH:18]=[C:19]3[C:23](=[CH:24][CH:25]=2)[N:22]([CH3:26])[CH:21]=[CH:20]3)[C:2]([CH:27]=[CH2:28])=[C:14]([F:15])[C:6]=1[C:7]([O:9][C:10]([CH3:13])([CH3:12])[CH3:11])=[O:8] |f:1.2,4.5.6,7.8.9|. Reported procedure: A mixture of tert-butyl 5-bromo-2,4-difluoro-6-(1-methyl-1H-indol-5-yl)nicotinate (128 mg, 0.30 mmol), potassium vinyltrifluoroborate (80 mg, 0.60 mmol), Pd(OAc)2 (4.7 mg, 0.012 mmol), SPhos (17 mg, 0.024 mmol), aqueous K2CO3 (2.0 M×0.45 mL, 0.9 mmol) and dioxane (2.0 mL) were stirred at 70° C. under Ar overnight. The mixture was cooled and extracted with ethyl acetate. The organic layers were combined, dried, evaporated and purified by silica chromatography (0-5% ethyl acetate in hexanes) to gi... Solvent: CCOCC (Et2O). Reported procedure: To a solution of 3-(2-(S)-azetidinylmethoxy)-6-chloro-5-(5-pyrimidinyl)pyridine from step c above in Et2O was added hydrogen chloride (1.0 M in Et2O) carefully to afford the tittle compound: mp 144° C. (dec.); 1H NMR (D2O) δ 2.70 (q, 2H, J=8.5 Hz), 4.04-4.18 (m, 2H), 4.48 (d, 2H, J=4.0 Hz), 4.97 (m, 1H), 7.70 (d, 1H, J=3.0 Hz), 8.28 (d, 1H, J=3.0 Hz), 9.00 (s, 2H), 9.22 (s, 1H); MS (CI/NH3) m/z 278 (M+H)+. Anal. Calcd for C13H13ClN4O.1.5 HCl.0.1 H2O: C, 46.86; H, 4.45; N, 16.81. Found: C, 47.11;... Reaction SMILES: [NH:1]1[CH2:4][CH2:3][C@H:2]1[CH2:5][O:6][C:7]1[CH:8]=[N:9][C:10]([Cl:19])=[C:11]([C:13]2[CH:14]=[N:15][CH:16]=[N:17][CH:18]=2)[CH:12]=1.[ClH:20].O.CO>CCOCC>[ClH:19].[ClH:20].[NH:1]1[CH2:4][CH2:3][C@H:2]1[CH2:5][O:6][C:7]1[CH:8]=[N:9][C:10]([Cl:19])=[C:11]([C:13]2[CH:14]=[N:15][CH:16]=[N:17][CH:18]=2)[CH:12]=1 |f:5.6.7|. Product: Cl.Cl.N1[C@@H](CC1)COC=1C=NC(=C(C1)C=1C=NC=NC1)Cl (3-(2-(S)-Azetidinylmethoxy)-6-chloro-5-(5-pyrimidinyl)pyridine dihydrochloride). The reactants are N1[C@@H](CC1)COC=1C=NC(=C(C1)C=1C=NC=NC1)Cl (3-(2-(S)-azetidinylmethoxy)-6-chloro-5-(5-pyrimidinyl)pyridine), Cl (hydrogen chloride), Cl (HCl), O (H2O), CI NH3, CO (MeOH). The reactants are CC#N, F, O=S(=O)([O-])C(F)(F)F, FC(Cl)(Cl)Cl, [Na+], c1ccncc1. Yields the product O=S(=O)([O-])C(F)(F)F, F[n+]1ccccc1. As a reaction SMILES: [CH3:22][C:23]#[N:24].[F:12].[F:13][C:14]([S:15](=[O:16])(=[O:17])[O-:18])([F:19])[F:20].[F:1][C:2]([Cl:3])([Cl:4])[Cl:5].[Na+:21].[cH:6]1[cH:7][cH:8][n:9][cH:10][cH:11]1>>[F:13][C:14]([S:15](=[O:16])(=[O:17])[O-:18])([F:19])[F:20].[F:1][n+:9]1[cH:8][cH:7][cH:6][cH:11][cH:10]1.